From a dataset of the Open Reaction Database (ORD), a public repository of structured organic reaction records. describe an organic reaction: reactants, conditions, products, and yield Starting materials: BrCc1ccccc1, C[Si](C)(C)N[Si](C)(C)C, CO, I, CCCCn1c(N)cc(=O)[nH]c1=O, [NH4+], [NH4+], O=S(=O)([O-])[O-]. The product is CCCCn1c(N)cc(=O)n(Cc2ccccc2)c1=O. As a reaction SMILES: [CH2:30]([c:31]1[cH:32][cH:33][cH:34][cH:35][cH:36]1)[Br:37].[CH3:14][Si:15]([CH3:16])([CH3:17])[NH:18][Si:19]([CH3:20])([CH3:21])[CH3:22].[CH3:39][OH:40].[I:38].[NH2:1][c:2]1[cH:3][c:4](=[O:13])[nH:5][c:6](=[O:12])[n:7]1[CH2:8][CH2:9][CH2:10][CH3:11].[NH4+:23].[NH4+:24].[O-:25][S:26](=[O:27])(=[O:28])[O-:29]>>[NH2:1][c:2]1[cH:3][c:4](=[O:13])[n:5]([CH2:30][c:31]2[cH:32][cH:33][cH:34][cH:35][cH:36]2)[c:6](=[O:12])[n:7]1[CH2:8][CH2:9][CH2:10][CH3:11].